Dataset: the Open Reaction Database (ORD), a public repository of structured organic reaction records. Task: describe an organic reaction: reactants, conditions, products, and yield The reactants are ClCCl (dichloromethane), C(C)OC(=O)[C@H]1CN(CCC1)CCOCCC(C1=CC=CC=C1)C1=CC=CC=C1 ((R)-N-(2-(3,3-Diphenyl-1-propyloxy)ethyl)-3-piperidinecarboxylic acid ethyl ester), Cl (hydrochloric acid), [OH-].[Na+] (sodium hydroxide). The solvent is C(C)O (ethanol). Reaction conditions: time 4 hour. Yields the product Cl.C1(=CC=CC=C1)C(CCOCCN1C[C@@H](CCC1)C(=O)O)C1=CC=CC=C1 ((R)-N-(2-(3,3-Diphenyl-1-propyloxy)ethyl)-3-piperidinecarboxylic acid hydrochloride). Reaction SMILES: C([O:3][C:4]([C@@H:6]1[CH2:11][CH2:10][CH2:9][N:8]([CH2:12][CH2:13][O:14][CH2:15][CH2:16][CH:17]([C:24]2[CH:29]=[CH:28][CH:27]=[CH:26][CH:25]=2)[C:18]2[CH:23]=[CH:22][CH:21]=[CH:20][CH:19]=2)[CH2:7]1)=[O:5])C.[OH-].[Na+].Cl.[Cl:33]CCl>C(O)C>[ClH:33].[C:24]1([CH:17]([C:18]2[CH:23]=[CH:22][CH:21]=[CH:20][CH:19]=2)[CH2:16][CH2:15][O:14][CH2:13][CH2:12][N:8]2[CH2:9][CH2:10][CH2:11][C@@H:6]([C:4]([OH:5])=[O:3])[CH2:7]2)[CH:25]=[CH:26][CH:27]=[CH:28][CH:29]=1 |f:1.2,6.7|. Procedure: The ester prepared in Example 15 (0.9 g, 2.3 mmol) was dissolved in ethanol (10 ml) and a 12 N sodium hydroxide solution (0.6 ml) was added. The reaction mixture was stirred at room temperature for 4 h. Concentrated hydrochloric acid solution (0.7 ml) was added with cooling of the reaction vessel in an ice-bath and dichloromethane (300 ml) was added. The resulting emulsion was dried (Na2SO4) and the solvent evaporated in vacuo to give an oily residue which was crystallised from acetone. This aff... The reactants are C=O (formaldehyde), ClC=1C=CC2=C(C(=NCC=3N2C(=NN3)CN(C)CC3CC3)C3=CC=CC=C3)C1 (8-chloro-1-[[(cyclopropylmethyl)methylamino]methyl]-6-phenyl-4H-s-triazolo[4,3-a][1,4]benzodiazepine). Solvent: C(=O)O (formic acid). Yields the product C(C1=CC=CC=C1)(=O)C1=CC=CC=C1 (benzophenone). RXN SMILES: Cl[C:2]1[CH:3]=[CH:4][C:5]2N3C(CN(CC4CC4)C)=NN=C3CN=[C:7]([C:22]3[CH:27]=[CH:26][CH:25]=[CH:24][CH:23]=3)[C:6]=2[CH:28]=1.C=[O:30]>C(O)=O>[C:7]([C:22]1[CH:27]=[CH:26][CH:25]=[CH:24][CH:23]=1)(=[O:30])[C:6]1[CH:5]=[CH:4][CH:3]=[CH:2][CH:28]=1. Procedure: In the manner given in Example 1, 8-chloro-1-[[(cyclopropylmethyl)methylamino]methyl]-6-phenyl-4H-s-triazolo[4,3-a][1,4]benzodiazepine is heated in formic acid with aqueous formaldehyde to give 5-chloro-2-[3-[[(cyclopropylmethyl)methylamino]methyl]-5-](dimethylamino)methyl]-4-H-1,2,4-triazol-4-yl]benzophenone. This product is identical to that given in Example 21. Starting materials: Cl.CN(CCCN=C=NCC)C (N-(3-dimethylaminopropyl)-N′-ethylcarbodiimide hydrochloride), ON1N=NC2=C1C=CC=C2 (1-Hydroxybenzotriazole), C(C)N1CCOCC1 (N-ethyl morpholine), ClC1=C(C=CC=C1C(F)(F)F)CN ({[2-chloro-3-(trifluoromethyl)phenyl]methyl}amine), CC(C)N1[C@H](C(=O)O)CCC1=O (1-(1-Methylethyl)-5-oxoproline), C(O)([O-])=O.[Na+] (sodium hydrogen carbonate). Run in ClCCl (dichloromethane). Conditions: time 48 hour. Yields the product ClC1=C(C=CC=C1C(F)(F)F)CNC([C@H]1N(C(CC1)=O)C(C)C)=O (N-{[2-chloro-3-(trifluoromethyl)phenyl]methyl}-1-(1-methylethyl)-5-oxoprolinamide). RXN SMILES: [CH3:1][CH:2]([N:4]1[C:11](=[O:12])[CH2:10][CH2:9][C@H:5]1[C:6]([OH:8])=O)[CH3:3].Cl.CN(C)CCCN=C=NCC.ON1C2C=CC=CC=2N=N1.C(N1CCOCC1)C.[Cl:43][C:44]1[C:49]([C:50]([F:53])([F:52])[F:51])=[CH:48][CH:47]=[CH:46][C:45]=1[CH2:54][NH2:55].C(=O)([O-])O.[Na+]>ClCCl>[Cl:43][C:44]1[C:49]([C:50]([F:52])([F:53])[F:51])=[CH:48][CH:47]=[CH:46][C:45]=1[CH2:54][NH:55][C:6](=[O:8])[C@@H:5]1[CH2:9][CH2:10][C:11](=[O:12])[N:4]1[CH:2]([CH3:1])[CH3:3] |f:1.2,6.7|. Reported procedure: 1-(1-Methylethyl)-5-oxoproline (0.100 g, 0.58 mmol) was dissolved in dichloromethane (20 ml) and to this was added N-(3-dimethylaminopropyl)-N′-ethylcarbodiimide hydrochloride (0.111 g, 0.58 mmol), 1-Hydroxybenzotriazole (0.078 g, 0.58 mmol), and N-ethyl morpholine (0.223 ml, 1.75 mmol). Finally {[2-chloro-3-(trifluoromethyl)phenyl]methyl}amine was added to the mixture and stirring continued for ˜48 hrs. The mixture was then treated with saturated aqueous sodium hydrogen carbonate (20 ml) and st... Reactants: C(C)C1=C(C=CC(=C1)O)C1=NC2=NC=NC=C2N1 (8-(2'-ethyl-4'-hydroxyphenyl)-purine), CS(=O)(=O)Cl (methanesulfonic acid chloride). The product is C(C)C1=C(C=CC(=C1)OS(=O)(=O)C)C1=NC2=NC=NC=C2N1 (8-(2'-Ethyl-4'-methanesulfonyloxy-phenyl)-purine). As a reaction SMILES: [CH2:1]([C:3]1[CH:8]=[C:7]([OH:9])[CH:6]=[CH:5][C:4]=1[C:10]1[NH:18][C:17]2[C:12](=[N:13][CH:14]=[N:15][CH:16]=2)[N:11]=1)[CH3:2].[CH3:19][S:20](Cl)(=[O:22])=[O:21]>>[CH2:1]([C:3]1[CH:8]=[C:7]([O:9][S:20]([CH3:19])(=[O:22])=[O:21])[CH:6]=[CH:5][C:4]=1[C:10]1[NH:18][C:17]2[C:12](=[N:13][CH:14]=[N:15][CH:16]=2)[N:11]=1)[CH3:2]. Procedure: Prepared analogously to Example 1 from 8-(2'-ethyl-4'-hydroxyphenyl)-purine and methanesulfonic acid chloride. Reactants: CO, O=C(c1ccc2[nH]cnc2c1)N1CCCC2c3cc(O)c([N+](=O)[O-])cc3CC21. Yields the product Nc1cc2c(cc1O)C1CCCN(C(=O)c3ccc4[nH]cnc4c3)C1C2. As a reaction SMILES: [CH3:29][OH:30].[nH:1]1[cH:2][n:3][c:4]2[c:5]1[cH:6][cH:7][c:8]([C:10](=[O:11])[N:12]1[CH:13]3[CH:14]([CH2:15][CH2:16][CH2:17]1)[c:18]1[cH:19][c:20]([OH:28])[c:21]([N+:25]([O-:26])=[O:27])[cH:22][c:23]1[CH2:24]3)[cH:9]2>>[nH:1]1[cH:2][n:3][c:4]2[c:5]1[cH:6][cH:7][c:8]([C:10](=[O:11])[N:12]1[CH:13]3[CH:14]([CH2:15][CH2:16][CH2:17]1)[c:18]1[cH:19][c:20]([OH:28])[c:21]([NH2:25])[cH:22][c:23]1[CH2:24]3)[cH:9]2. Product: O=S(=O)(NC1Cc2nc(-c3ccccc3)ccc2N(Cc2ccccc2)C1)c1ccccc1. RXN SMILES: [BH3:40].[CH2:1]([c:2]1[cH:3][cH:4][cH:5][cH:6][cH:7]1)[N:8]1[C:9](=[O:34])[CH:10]([NH:24][S:25](=[O:26])(=[O:27])[c:28]2[cH:29][cH:30][cH:31][cH:32][cH:33]2)[CH2:11][c:12]2[n:13][c:14](-[c:18]3[cH:19][cH:20][cH:21][cH:22][cH:23]3)[cH:15][cH:16][c:17]21.[CH2:43]1[O:44][CH2:45][CH2:46][CH2:47]1.[CH3:41][OH:42].[O:35]1[CH2:36][CH2:37][CH2:38][CH2:39]1>>[CH2:1]([c:2]1[cH:3][cH:4][cH:5][cH:6][cH:7]1)[N:8]1[CH2:9][CH:10]([NH:24][S:25](=[O:26])(=[O:27])[c:28]2[cH:29][cH:30][cH:31][cH:32][cH:33]2)[CH2:11][c:12]2[n:13][c:14](-[c:18]3[cH:19][cH:20][cH:21][cH:22][cH:23]3)[cH:15][cH:16][c:17]21. Reactants: B, O=C1C(NS(=O)(=O)c2ccccc2)Cc2nc(-c3ccccc3)ccc2N1Cc1ccccc1, C1CCOC1, CO, C1CCOC1. Run at temperature 40 celsius. Starting materials: C(CCC)[Li] (nButLi), COC1=CC=C(C=C1)C#C (4-methoxy-1-ethynyl benzene), ClC=1C=C(C(=O)N(C)OC)C=C(C1)Cl (3,5-dichloro-N-methoxy-N-methylbenzamide). The product is ClC=1C=C(C=C(C1)Cl)C(C#CC1=CC=C(C=C1)OC)=O (1-(3,5-dichlorophenyl)-3-(4-methoxyphenyl)prop-2-yn-1-one). Procedure details: To a solution of 4-methoxy-1-ethynyl benzene (0.57 g, 4.27 mmol) in 20 mL of anhydrous THF cooled to −78° C. under a N2 atmosphere was added nButLi (3.2 mL, 5.12 mmol). After 5 minutes a solution of 3,5-dichloro-N-methoxy-N-methylbenzamide (1.0 g, 4.27 mmol) in THF (10 mL) was added to the reaction. The reaction was slowly warmed to 40° C. over 30 minutes and then quenched with saturated NH4Cl solution. The resulting bi-phasic mixture was extracted with EtOAc (3×). The organic layer was washed w... Solvent: C1CCOC1 (THF), C1CCOC1 (THF). As a reaction SMILES: [CH3:1][O:2][C:3]1[CH:8]=[CH:7][C:6]([C:9]#[CH:10])=[CH:5][CH:4]=1.C([Li])CCC.[Cl:16][C:17]1[CH:18]=[C:19]([CH:26]=[C:27]([Cl:29])[CH:28]=1)[C:20](N(OC)C)=[O:21]>C1COCC1>[Cl:16][C:17]1[CH:18]=[C:19]([C:20](=[O:21])[C:10]#[C:9][C:6]2[CH:7]=[CH:8][C:3]([O:2][CH3:1])=[CH:4][CH:5]=2)[CH:26]=[C:27]([Cl:29])[CH:28]=1.